Dataset: the Open Reaction Database (ORD), a public repository of structured organic reaction records. Task: describe an organic reaction: reactants, conditions, products, and yield The reactants are ClC1=C(C=CC=C1)OC(NCCl)=O (N-chloromethylcarbamic acid 2-chlorophenyl ester), ClC1=C(OCC(=O)[O-])C=C(C(=C1)Cl)Cl.[Na+] (sodium 2,4,5-trichlorophenoxyacetate). The solvent is C(C)#N (acetonitrile), C(C)#N (acetonitrile). Run at time 15 hour. The product is ClC1=C(OC(=O)NCOC(COC2=C(C=C(C(=C2)Cl)Cl)Cl)=O)C=CC=C1 (2-(2,4,5-trichlorophenoxy)-acetic acid 2-chlorophenoxycarbonylaminomethyl ester). Yield: 80.6%. RXN SMILES: [Cl:1][C:2]1[CH:7]=[CH:6][CH:5]=[CH:4][C:3]=1[O:8][C:9](=[O:13])[NH:10][CH2:11]Cl.[Cl:14][C:15]1[CH:25]=[C:24]([Cl:26])[C:23]([Cl:27])=[CH:22][C:16]=1[O:17][CH2:18][C:19]([O-:21])=[O:20].[Na+]>C(#N)C>[Cl:1][C:2]1[CH:7]=[CH:6][CH:5]=[CH:4][C:3]=1[O:8][C:9]([NH:10][CH2:11][O:21][C:19](=[O:20])[CH2:18][O:17][C:16]1[CH:22]=[C:23]([Cl:27])[C:24]([Cl:26])=[CH:25][C:15]=1[Cl:14])=[O:13] |f:1.2|. Procedure: A solution of 220 g (1 mole) of N-chloromethylcarbamic acid 2-chlorophenyl ester in 1 liter of anhydrous acetonitrile was added dropwise to a suspension of 277.5 g (1 mole) of sodium 2,4,5-trichlorophenoxyacetate in 2 liters of anhydrous acetonitrile. After the exothermic reaction had subsided, the mixture was stirred for a further 15 hours at room temperature. It was then filtered and the filtrate was concentrated in vacuo by distilling off the solvent. The residue was recrystallised from ether...